Dataset: the Open Reaction Database (ORD), a public repository of structured organic reaction records. Task: describe an organic reaction: reactants, conditions, products, and yield Starting materials: COC(C(C)(C)OC1=C(C=C(C=C1)CCCC1N(C(N(C1)CC1=CC=C(C=C1)C(C)(C)C)=O)C)I)=O (2-(4-{3-[1-(4-tert-Butyl-benzyl)-3-methyl-2-oxo-imidazolidin-4-yl]-propyl}-2-iodo-phenoxy)-2-methyl-propionic acid methyl ester), C(C=C)[Sn](CCCC)(CCCC)CCCC (allyl tributyltin). The product is COC(C(C)(C)OC1=C(C=C(C=C1)CCCC1N(C(N(C1)CC1=CC=C(C=C1)C(C)(C)C)=O)C)CC=C)=O (2-(2-Allyl-4-{3-[1-(4-tert-butyl-benzyl)-3-methyl-2-oxo-imidazolidin-4-yl]-propyl}-phenoxy)-2-methyl-propionic acid methyl ester), oil. The yield is 59.0%. Reaction SMILES: [CH3:1][O:2][C:3](=[O:36])[C:4]([O:7][C:8]1[CH:13]=[CH:12][C:11]([CH2:14][CH2:15][CH2:16][CH:17]2[CH2:21][N:20]([CH2:22][C:23]3[CH:28]=[CH:27][C:26]([C:29]([CH3:32])([CH3:31])[CH3:30])=[CH:25][CH:24]=3)[C:19](=[O:33])[N:18]2[CH3:34])=[CH:10][C:9]=1I)([CH3:6])[CH3:5].[CH2:37]([Sn](CCCC)(CCCC)CCCC)[CH:38]=[CH2:39]>>[CH3:1][O:2][C:3](=[O:36])[C:4]([O:7][C:8]1[CH:13]=[CH:12][C:11]([CH2:14][CH2:15][CH2:16][CH:17]2[CH2:21][N:20]([CH2:22][C:23]3[CH:28]=[CH:27][C:26]([C:29]([CH3:32])([CH3:31])[CH3:30])=[CH:25][CH:24]=3)[C:19](=[O:33])[N:18]2[CH3:34])=[CH:10][C:9]=1[CH2:39][CH:38]=[CH2:37])([CH3:6])[CH3:5]. Reported procedure: The titled compound was prepared using 2-(4-{3-[1-(4-tert-Butyl-benzyl)-3-methyl-2-oxo-imidazolidin-4-yl]-propyl}-2-iodo-phenoxy)-2-methyl-propionic acid methyl ester (0.200 g, 0.330 mmole) and allyl tributyltin (0.218, 0.659 mmole) to produce a colorless oil (0.102 g, 59%). Mass [EI+] 521 (M+H)+. Reactants: B, C1CCOC1, CSC, O=C1COc2ccc([N+](=O)[O-])nc2N1. Yields the product O=[N+]([O-])c1ccc2c(n1)N=CCO2. Reaction SMILES: [BH3:18].[CH2:19]1[O:20][CH2:21][CH2:22][CH2:23]1.[CH3:15][S:16][CH3:17].[N+:1](=[O:2])([O-:3])[c:4]1[cH:5][cH:6][c:7]2[c:12]([n:13]1)[NH:11][C:10](=[O:14])[CH2:9][O:8]2>>[N+:1](=[O:2])([O-:3])[c:4]1[cH:5][cH:6][c:7]2[c:12]([n:13]1)[N:11]=[CH:10][CH2:9][O:8]2. The reactants are CC(C)CC(NC(=O)N1CCCCCC1)C(=O)OCc1ccccc1, CO, [H][H]. Product: CC(C)CC(NC(=O)N1CCCCCC1)C(=O)O. As a reaction SMILES: [CH2:1]([c:2]1[cH:3][cH:4][cH:5][cH:6][cH:7]1)[O:8][C:9]([CH:10]([NH:11][C:12](=[O:13])[N:14]1[CH2:15][CH2:16][CH2:17][CH2:18][CH2:19][CH2:20]1)[CH2:21][CH:22]([CH3:23])[CH3:24])=[O:25].[CH3:28][OH:29].[H:26][H:27]>>[O:8]=[C:9]([CH:10]([NH:11][C:12](=[O:13])[N:14]1[CH2:15][CH2:16][CH2:17][CH2:18][CH2:19][CH2:20]1)[CH2:21][CH:22]([CH3:23])[CH3:24])[OH:25]. Starting materials: ClC=1C(=CC=2C(=NC=3N(C=C(C(C3C2)=O)C(=O)O)C2CC2)C1)F (8-chloro-1-cyclopropyl-7-fluoro-4-oxo-1,4-dihydro-benzo[b][1,8]naphthyridine-3-carboxylic acid), OCCN1CCNCC1 (1-(2-hydroxyethyl)-piperazine). Yields the product C1(CC1)N1C=C(C(C=2C=C3C(=NC12)C=C(C(=C3)F)N3CCN(CC3)CCO)=O)C(=O)O (1-cyclopropyl-7-fluoro-8-[4-(2-hydroxyethyl)-1-piperazinyl]-4-oxo-1,4-dihydro-benzo[b][1,8]naphthyridine-3-carboxylic acid). Yield: 18.3%. Procedure: 1-Cyclopropyl-7-fluoro-8-[4-(2-hydroxyethyl)-1-piperazinyl]-4-oxo-1,4-dihydro-benzo[b][1,8]naphthyridine-3-carboxylic acid is prepared under conditions analogous to Reference Example 5 but starting from 4 g of 8-chloro-1-cyclopropyl-7-fluoro-4-oxo-1,4-dihydro-benzo[b][1,8]naphthyridine-3-carboxylic acid and 6.2 g of 1-(2-hydroxyethyl)-piperazine in 40 cm3 of pyridine. The reaction mixture is heated for 22 hours at a temperature close to 115° C. The pure product is isolated after recrystallizing ... As a reaction SMILES: Cl[C:2]1[C:3]([F:23])=[CH:4][C:5]2[C:6]([CH:22]=1)=[N:7][C:8]1[N:9]([CH:19]3[CH2:21][CH2:20]3)[CH:10]=[C:11]([C:16]([OH:18])=[O:17])[C:12](=[O:15])[C:13]=1[CH:14]=2.[OH:24][CH2:25][CH2:26][N:27]1[CH2:32][CH2:31][NH:30][CH2:29][CH2:28]1>N1C=CC=CC=1>[CH:19]1([N:9]2[C:8]3[N:7]=[C:6]4[CH:22]=[C:2]([N:30]5[CH2:31][CH2:32][N:27]([CH2:26][CH2:25][OH:24])[CH2:28][CH2:29]5)[C:3]([F:23])=[CH:4][C:5]4=[CH:14][C:13]=3[C:12](=[O:15])[C:11]([C:16]([OH:18])=[O:17])=[CH:10]2)[CH2:21][CH2:20]1. The solvent is N1=CC=CC=C1 (pyridine). Reactants: BrC1=C(C=C(C=C1)O)OC (4-bromo-3-methoxy-phenol), BrCCC (1-bromopropane), C(=O)([O-])[O-].[K+].[K+] (K2CO3). The solvent is O (water), CN(C)C=O (DMF). Reaction conditions: temperature 80 celsius, time 12 hour. Yields the product BrC1=C(C=C(C=C1)OCCC)OC (1-Bromo-2-methoxy-4-propoxybenzene). Reaction SMILES: [Br:1][C:2]1[CH:7]=[CH:6][C:5]([OH:8])=[CH:4][C:3]=1[O:9][CH3:10].Br[CH2:12][CH2:13][CH3:14].C([O-])([O-])=O.[K+].[K+]>CN(C=O)C.O>[Br:1][C:2]1[CH:7]=[CH:6][C:5]([O:8][CH2:12][CH2:13][CH3:14])=[CH:4][C:3]=1[O:9][CH3:10] |f:2.3.4|. Reported procedure: 1.50 g (7.39 mmol) 4-bromo-3-methoxy-phenol are added to 1.36 g (11.1 mmol) 1-bromopropane in 10 mL DMF. 2.04 g (14.8 mmol) K2CO3 are added and the mixture is stirred at 80° C. for 12 h. After that time, the mixture is diluted with water and extracted with DCM. The organic layer is dried over sodium sulphate and the solvent is removed in vacuo. The reactants are Oc1ccc(Br)cc1, BrCCCCBr, O=C([O-])[O-], CN(C)C=O, CCOC(C)=O, [K+], [K+]. The product is BrCCCCOc1ccc(Br)cc1. RXN SMILES: [Br:1][c:2]1[cH:3][cH:4][c:5]([OH:8])[cH:6][cH:7]1.[Br:9][CH2:10][CH2:11][CH2:12][CH2:13][Br:14].[C:15](=[O:16])([O-:17])[O-:18].[CH3:21][N:22]([CH3:23])[CH:24]=[O:25].[CH3:26][CH2:27][O:28][C:29](=[O:30])[CH3:31].[K+:19].[K+:20]>>[Br:1][c:2]1[cH:3][cH:4][c:5]([O:8][CH2:13][CH2:12][CH2:11][CH2:10][Br:9])[cH:6][cH:7]1.